Dataset: the Open Reaction Database (ORD), a public repository of structured organic reaction records. Task: describe an organic reaction: reactants, conditions, products, and yield Yield: 59.0%. Reported procedure: In the same manner as described in Example 9, from 1.87 g of (3S,4S)-3-amino-4-carbamoyloxymethyl-2-oxo-1-azetidinesulphonic acid and 2 g of 2-(2-amino-4-thiazolyl)-2-[(Z)-(2-azidoethoxy)imino]-acetic acid there are obtained 2.2 g of (3S,4S)-3-[(Z)-2-(2-amino-4-thiazolyl)-2-[(2-azidoethoxy)imino]acetamido]-4-carbamoyloxymethyl-2-oxo-1-azetidinesulphonic acid. The product is NC=1SC=C(N1)/C(/C(=O)N[C@@H]1C(N([C@@H]1COC(N)=O)S(=O)(=O)O)=O)=N/OCCN=[N+]=[N-] ((3S,4S)-3-[(Z)-2-(2-amino-4-thiazolyl)-2-[(2-azidoethoxy)imino]acetamido]-4-carbamoyloxymethyl-2-oxo-1-azetidinesulphonic acid). As a reaction SMILES: [NH2:1][C@H:2]1[C@@H:5]([CH2:6][O:7][C:8](=[O:10])[NH2:9])[N:4]([S:11]([OH:14])(=[O:13])=[O:12])[C:3]1=[O:15].[NH2:16][C:17]1[S:18][CH:19]=[C:20](/[C:22](=[N:26]/[O:27][CH2:28][CH2:29][N:30]=[N+:31]=[N-:32])/[C:23](O)=[O:24])[N:21]=1>>[NH2:16][C:17]1[S:18][CH:19]=[C:20](/[C:22](=[N:26]/[O:27][CH2:28][CH2:29][N:30]=[N+:31]=[N-:32])/[C:23]([NH:1][C@H:2]2[C@@H:5]([CH2:6][O:7][C:8](=[O:10])[NH2:9])[N:4]([S:11]([OH:14])(=[O:12])=[O:13])[C:3]2=[O:15])=[O:24])[N:21]=1. Reactants: N[C@@H]1C(N([C@@H]1COC(N)=O)S(=O)(=O)O)=O ((3S,4S)-3-amino-4-carbamoyloxymethyl-2-oxo-1-azetidinesulphonic acid), NC=1SC=C(N1)/C(/C(=O)O)=N/OCCN=[N+]=[N-] (2-(2-amino-4-thiazolyl)-2-[(Z)-(2-azidoethoxy)imino]-acetic acid).